From a dataset of the Open Reaction Database (ORD), a public repository of structured organic reaction records. describe an organic reaction: reactants, conditions, products, and yield Starting materials: C1CCOC1, ClCCl, CN, CC(C)Oc1ccc(CC(NC(=O)C2CCCCN2S(=O)(=O)c2cccc(C(F)(F)F)c2)C(=O)O)cc1. Product: CNC(=O)C(Cc1ccc(OC(C)C)cc1)NC(=O)C1CCCCN1S(=O)(=O)c1cccc(C(F)(F)F)c1. As a reaction SMILES: [CH2:40]1[O:41][CH2:42][CH2:43][CH2:44]1.[CH2:45]([Cl:46])[Cl:47].[CH3:38][NH2:39].[CH:1]([CH3:2])([CH3:3])[O:4][c:5]1[cH:6][cH:7][c:8]([CH2:11][CH:12]([C:13](=[O:14])[OH:15])[NH:16][C:17](=[O:18])[CH:19]2[N:20]([S:25](=[O:26])(=[O:27])[c:28]3[cH:29][c:30]([C:34]([F:35])([F:36])[F:37])[cH:31][cH:32][cH:33]3)[CH2:21][CH2:22][CH2:23][CH2:24]2)[cH:9][cH:10]1>>[CH:1]([CH3:2])([CH3:3])[O:4][c:5]1[cH:6][cH:7][c:8]([CH2:11][CH:12]([C:13](=[O:14])[NH:39][CH3:38])[NH:16][C:17](=[O:18])[CH:19]2[N:20]([S:25](=[O:26])(=[O:27])[c:28]3[cH:29][c:30]([C:34]([F:35])([F:36])[F:37])[cH:31][cH:32][cH:33]3)[CH2:21][CH2:22][CH2:23][CH2:24]2)[cH:9][cH:10]1. RXN SMILES: Cl[C:2]1[CH:10]=[CH:9][C:8]([S:11]([CH3:14])(=[O:13])=[O:12])=[CH:7][C:3]=1[C:4]([OH:6])=[O:5].[F:15][C:16]([F:21])([F:20])[CH:17]([OH:19])[CH3:18]>>[CH3:14][S:11]([C:8]1[CH:9]=[CH:10][C:2]([O:19][CH:17]([CH3:18])[C:16]([F:21])([F:20])[F:15])=[C:3]([CH:7]=1)[C:4]([OH:6])=[O:5])(=[O:13])=[O:12]. Reactants: ClC1=C(C(=O)O)C=C(C=C1)S(=O)(=O)C (2-chloro-5-methanesulfonyl-benzoic acid), FC(C(C)O)(F)F (rac-1,1,1-trifluoro-propan-2-ol). Product: CS(=O)(=O)C=1C=CC(=C(C(=O)O)C1)OC(C(F)(F)F)C (Rac-5-Methanesulfonyl-2-(2,2,2-trifluoro-1-methyl-ethoxy)-benzoic acid). Procedure: Prepared in analogy to Example B1(b) from 2-chloro-5-methanesulfonyl-benzoic acid (Example B1(a)) and rac-1,1,1-trifluoro-propan-2-ol. The crude material was purified by preparative HPLC to yield the title compound as a white solid. MS (m/e): 311.3 ([M−H]−, 100%). Starting materials: CC#N, CCOC(C)=O, FC(F)(F)c1cccnc1N1CCc2c(Cl)ncnc2C1, Nc1ccc(OC(F)(F)F)cc1, [I-], [Na+]. Product: FC(F)(F)Oc1ccc(Nc2ncnc3c2CCN(c2ncccc2C(F)(F)F)C3)cc1. RXN SMILES: [CH3:34][C:35]#[N:36].[CH3:39][CH2:40][O:41][C:42](=[O:43])[CH3:44].[Cl:1][c:2]1[c:3]2[c:4]([n:5][cH:6][n:7]1)[CH2:8][N:9]([c:12]1[n:13][cH:14][cH:15][cH:16][c:17]1[C:18]([F:19])([F:20])[F:21])[CH2:10][CH2:11]2.[F:22][C:23]([O:24][c:25]1[cH:26][cH:27][c:28]([NH2:29])[cH:30][cH:31]1)([F:32])[F:33].[I-:38].[Na+:37]>>[c:2]1([NH:29][c:28]2[cH:27][cH:26][c:25]([O:24][C:23]([F:22])([F:32])[F:33])[cH:31][cH:30]2)[c:3]2[c:4]([n:5][cH:6][n:7]1)[CH2:8][N:9]([c:12]1[n:13][cH:14][cH:15][cH:16][c:17]1[C:18]([F:19])([F:20])[F:21])[CH2:10][CH2:11]2.